This data is from the Open Reaction Database (ORD), a public repository of structured organic reaction records. The task is: describe an organic reaction: reactants, conditions, products, and yield Starting materials: CC(C(=O)OC)(CCC(N(CC1=CC(=CC=C1)C(NC=1SC2=C(C1C(NC1=CC=C(C=C1)CCCN1CCNCC1)=O)CCCC2)=O)C(CC)CC)=O)C (methyl 2,2-dimethyl-5-oxo-5-[pentan-3-yl(3-{[3-({4-[3-(piperazin-1-yl)propyl]phenyl}carbamoyl)-4,5,6,7-tetrahydro-1-benzothiophen-2-yl]carbamoyl}benzyl)amino]pentanoate), C=O (formalin). Yields the product CC(C(=O)OC)(CCC(=O)N(C(CC)CC)CC1=CC(=CC=C1)C(NC=1SC2=C(C1C(NC1=CC=C(C=C1)CCCN1CCN(CC1)C)=O)CCCC2)=O)C (methyl 2,2-dimethyl-5-[(3-{[3-({4-[3-(4-methylpiperazin-1-yl)propyl]phenyl}carbamoyl)-4,5,6,7-tetrahydro-1-benzothiophen-2-yl]carbamoyl}benzyl)(pentan-3-yl)amino]-5-oxopentanoate). Reaction SMILES: [CH3:1][C:2]([CH3:54])([CH2:7][CH2:8][C:9](=[O:53])[N:10]([CH:48]([CH2:51][CH3:52])[CH2:49][CH3:50])[CH2:11][C:12]1[CH:17]=[CH:16][CH:15]=[C:14]([C:18](=[O:47])[NH:19][C:20]2[S:21][C:22]3[CH2:46][CH2:45][CH2:44][CH2:43][C:23]=3[C:24]=2[C:25](=[O:42])[NH:26][C:27]2[CH:32]=[CH:31][C:30]([CH2:33][CH2:34][CH2:35][N:36]3[CH2:41][CH2:40][NH:39][CH2:38][CH2:37]3)=[CH:29][CH:28]=2)[CH:13]=1)[C:3]([O:5][CH3:6])=[O:4].[CH2:55]=O>>[CH3:54][C:2]([CH3:1])([CH2:7][CH2:8][C:9]([N:10]([CH2:11][C:12]1[CH:17]=[CH:16][CH:15]=[C:14]([C:18](=[O:47])[NH:19][C:20]2[S:21][C:22]3[CH2:46][CH2:45][CH2:44][CH2:43][C:23]=3[C:24]=2[C:25](=[O:42])[NH:26][C:27]2[CH:28]=[CH:29][C:30]([CH2:33][CH2:34][CH2:35][N:36]3[CH2:37][CH2:38][N:39]([CH3:55])[CH2:40][CH2:41]3)=[CH:31][CH:32]=2)[CH:13]=1)[CH:48]([CH2:51][CH3:52])[CH2:49][CH3:50])=[O:53])[C:3]([O:5][CH3:6])=[O:4]. Procedure details: By using 180 mg of methyl 2,2-dimethyl-5-oxo-5-[pentan-3-yl(3-{[3-({4-[3-(piperazin-1-yl)propyl]phenyl}carbamoyl)-4,5,6,7-tetrahydro-1-benzothiophen-2-yl]carbamoyl}benzyl)amino]pentanoate and 0.06 mL of a 37% aqueous formalin solution, the reaction similar to Preparation Example 14 was performed, thereby obtaining 152 mg of methyl 2,2-dimethyl-5-[(3-{[3-({4-[3-(4-methylpiperazin-1-yl)propyl]phenyl}carbamoyl)-4,5,6,7-tetrahydro-1-benzothiophen-2-yl]carbamoyl}benzyl)(pentan-3-yl)amino]-5-oxopentan... Reactants: C(C)(CC)C1CC(CC(C1)=O)=O (5-sec.-butyl-1,3-cyclohexanedione), C1(=CC=C(C=C1)S(=O)(=O)N=C=O)C (p-toluenesulfonylisocyanate). Solvent: C1=CC=CC=C1 (benzene). Product: C(C)(CC)C1CC(C(C(C1)=O)C(NS(=O)(=O)C1=CC=C(C=C1)C)=O)=O (5-sec.-BUTYL-2-(N-p-TOLUENESULFONYLCARBAMOYL)-1,3-CYCLOHEXANEDIONE). RXN SMILES: [CH:1]([CH:5]1[CH2:10][C:9](=[O:11])[CH2:8][C:7](=[O:12])[CH2:6]1)([CH2:3][CH3:4])[CH3:2].[C:13]1([CH3:25])[CH:18]=[CH:17][C:16]([S:19]([N:22]=[C:23]=[O:24])(=[O:21])=[O:20])=[CH:15][CH:14]=1>C1C=CC=CC=1>[CH:1]([CH:5]1[CH2:6][C:7](=[O:12])[CH:8]([C:23](=[O:24])[NH:22][S:19]([C:16]2[CH:17]=[CH:18][C:13]([CH3:25])=[CH:14][CH:15]=2)(=[O:20])=[O:21])[C:9](=[O:11])[CH2:10]1)([CH2:3][CH3:4])[CH3:2]. Procedure details: Reaction of equimolar amounts of 5-sec.-butyl-1,3-cyclohexanedione with p-toluenesulfonylisocyanate in benzene according to the procedure of Example 1 affords 5-sec.-BUTYL-2-(N-p-TOLUENESULFONYLCARBAMOYL)-1,3-CYCLOHEXANEDIONE, m.p. 92°-93° C. (corr.).